Dataset: the Open Reaction Database (ORD), a public repository of structured organic reaction records. Task: describe an organic reaction: reactants, conditions, products, and yield Starting materials: CCN(CC)c1ccccc1, CC(O)c1cccc(S(C)(=O)=O)c1, CCOC(C)=O, Cc1ccccc1, O=S(Cl)Cl. Product: CC(Cl)c1cccc(S(C)(=O)=O)c1. Reaction SMILES: [CH2:5]([N:6]([CH2:7][CH3:8])[c:9]1[cH:10][cH:11][cH:12][cH:13][cH:14]1)[CH3:15].[CH3:16][S:17](=[O:18])(=[O:19])[c:20]1[cH:21][c:22]([CH:26]([CH3:27])[OH:28])[cH:23][cH:24][cH:25]1.[CH3:29][CH2:30][O:31][C:32]([CH3:33])=[O:34].[CH3:35][c:36]1[cH:37][cH:38][cH:39][cH:40][cH:41]1.[S:1]([Cl:2])([Cl:3])=[O:4]>>[Cl:3][CH:26]([c:22]1[cH:21][c:20]([S:17]([CH3:16])(=[O:18])=[O:19])[cH:25][cH:24][cH:23]1)[CH3:27]. Conditions: temperature 210 celsius. Reported procedure: 122 parts of phenylethyl alcohol, 250 parts of α-naphthylamine and 10 parts of triphenyl phosphite are mixed and heated to 210° C. The elimination of water commences at this temperature. The mixture is heated to an internal temperature of 245° C in the course of 12 hours, after which the elimination of water has ended (33 parts of water). After removing excess amine and alcohol under reduced pressure, the N-(2'-phenylethyl)-1-naphthylamine distils at 225° - 230° C/5 mm Hg. 210 parts of N-(2'-phe... The yield is 85.0%. Solvent: O (water), O (water), O (water). The reactants are C1(=CC=CC=C1)CCO (phenylethyl alcohol), C1(=CC=CC2=CC=CC=C12)N (α-naphthylamine), P(OC1=CC=CC=C1)(OC1=CC=CC=C1)OC1=CC=CC=C1 (triphenyl phosphite). The product is C1(=CC=CC=C1)CCNC1=CC=CC2=CC=CC=C12 (N-(2'-phenylethyl)-1-naphthylamine). RXN SMILES: [C:1]1([CH2:7][CH2:8]O)[CH:6]=[CH:5][CH:4]=[CH:3][CH:2]=1.[C:10]1([NH2:20])[C:19]2[C:14](=[CH:15][CH:16]=[CH:17][CH:18]=2)[CH:13]=[CH:12][CH:11]=1.P(OC1C=CC=CC=1)(OC1C=CC=CC=1)OC1C=CC=CC=1>O>[C:1]1([CH2:7][CH2:8][NH:20][C:10]2[C:19]3[C:14](=[CH:15][CH:16]=[CH:17][CH:18]=3)[CH:13]=[CH:12][CH:11]=2)[CH:6]=[CH:5][CH:4]=[CH:3][CH:2]=1. The reactants are ClC1=CC=C(C(=O)P(OC)(OC)=O)C=C1 (dimethyl p-chlorobenzoylphosphonate), [OH-].[Na+] (NaOH). Solvent: O1CCOCC1 (dioxane), CO (MeOH). Product: ClC1=CC=C(C(=O)P(O)(O)=O)C=C1 (p-Chlorobenzoylphosphonic acid). Yield: 76.0%. RXN SMILES: [Cl:1][C:2]1[CH:15]=[CH:14][C:5]([C:6]([P:8](=[O:13])([O:11]C)[O:9]C)=[O:7])=[CH:4][CH:3]=1.[OH-].[Na+]>O1CCOCC1.CO>[Cl:1][C:2]1[CH:15]=[CH:14][C:5]([C:6]([P:8](=[O:9])([OH:13])[OH:11])=[O:7])=[CH:4][CH:3]=1 |f:1.2|. Procedure: To a solution of dimethyl p-chlorobenzoylphosphonate (1 mmol) in dry dioxane (5 ml), BrMe3Si (3 mmol) was added dropwise under magnetic stirring, in nitrogen atmosphere at room temperature. After 5 h the solvent was removed under vacuum and the brown residue was dissolved in MeOH at 0° C. The solvent was evaporated and a solution of NaOH (1 mmol) in MeOH (5 ml) was added in portions. The white solid was filtered and dried under vacuum. Yield: 76%. NMR, 1H: 7.54 (d, 2H), 8.11 (d, 2H); 31P, −1.48 ... Starting materials: BrCC1=CC=C(C#N)C=C1 (4-(bromomethyl)benzonitrile), 5,6-dihydrospiro[benzo[1,2-b:5,4-b′]difuran-3,3′-indol]-2″(1′H)-one, BrCC1OCCCC1 (2-(bromomethyl)tetrahydro-2H-pyran), N1C(C2(C3=CC=CC=C13)COC1=CC3=C(OCCO3)C=C12)=O (2,3-dihydrospiro[furo[2,3-g][1,4]benzodioxine-8,3′-indol]-2′(1′H)-one). Yields the product O=C1N(C2=CC=CC=C2C12COC1=CC3=C(OCCO3)C=C12)CC1=CC=C(C#N)C=C1 (4-[(2′-oxo-2,3-dihydrospiro[furo[2,3-g][1,4]benzodioxine-8,3′-indol]-1′(2′H)-yl)methyl]benzonitrile). Reaction SMILES: Br[CH2:2][C:3]1[CH:10]=[CH:9][C:6]([C:7]#[N:8])=[CH:5][CH:4]=1.BrCC1CCCCO1.[NH:19]1[C:27]2[C:22](=[CH:23][CH:24]=[CH:25][CH:26]=2)[C:21]2([C:39]3[C:30](=[CH:31][C:32]4[O:37][CH2:36][CH2:35][O:34][C:33]=4[CH:38]=3)[O:29][CH2:28]2)[C:20]1=[O:40]>>[O:40]=[C:20]1[C:21]2([C:39]3[C:30](=[CH:31][C:32]4[O:37][CH2:36][CH2:35][O:34][C:33]=4[CH:38]=3)[O:29][CH2:28]2)[C:22]2[C:27](=[CH:26][CH:25]=[CH:24][CH:23]=2)[N:19]1[CH2:2][C:3]1[CH:10]=[CH:9][C:6]([C:7]#[N:8])=[CH:5][CH:4]=1. Reported procedure: Following the procedure as described in EXAMPLE 4 and making non-critical variations using 4-(bromomethyl)benzonitrile to replace 2-(bromomethyl)tetrahydro-2H-pyran, and 2,3-dihydrospiro[furo[2,3-g][1,4]benzodioxine-8,3′-indol]-2′(1′H)-one to replace 5,6-dihydrospiro[benzo[1,2-b:5,4-b′]difuran-3,3′-indol]-2″(1′H)-one, 4-[(2′-oxo-2,3-dihydrospiro[furo[2,3-g][1,4]benzodioxine-8,3′-indol]-1′(2′H)-yl)methyl]benzonitrile was obtained (85%) as a colorless solid: mp 69-72° C. (ethyl acetate/hexanes); 1... Starting materials: C([O-])([O-])=O.[K+].[K+] (Potassium carbonate), CC1(OC2=C(O1)C(=C1C(OC(O1)(C)C)=C2)C(=O)O)C (2,2,6,6-Tetramethylbenzo[1,2-d:4,5-d']-bis(1,3)dioxole-4-carboxylic acid), CI (methyl iodide). Solvent: CN(C)C=O (DMF). Conditions: temperature 55 celsius, time 8 hour. Product: COC(=O)C1=C2C(OC(O2)(C)C)=CC2=C1OC(O2)(C)C (2,2,6,6-Tetramethylbenzo[1,2-d:4,5-d']-bis(1,3)dioxole-4-carboxylic acid methyl ester). Yield: 88.3%. As a reaction SMILES: [CH3:1][C:2]1([CH3:19])[O:6][C:5]2[C:7]([C:16]([OH:18])=[O:17])=[C:8]3[O:12][C:11]([CH3:14])([CH3:13])[O:10][C:9]3=[CH:15][C:4]=2[O:3]1.[C:20](=O)([O-])[O-].[K+].[K+].CI>CN(C=O)C>[CH3:20][O:17][C:16]([C:7]1[C:8]2[O:12][C:11]([CH3:13])([CH3:14])[O:10][C:9]=2[CH:15]=[C:4]2[O:3][C:2]([CH3:19])([CH3:1])[O:6][C:5]=12)=[O:18] |f:1.2.3|. Procedure: 2,2,6,6-Tetramethylbenzo[1,2-d:4,5-d']-bis(1,3)dioxole-4-carboxylic acid (10.0 g, 38.0 mmol) was dissolved in dry DMF (100 mL). Potassium carbonate (15.2 g, 110.0 mmol) was added and the reaction was heated to 55° C. for 30 min. After cooling to ambient temperature, methyl iodide (15.6 g, 110.0 mmol) was added and the solution was stirred overnight. The precipitate was filtered off and the solution was evaporated. The residue was dissolved in saturated aqueous NaHCO3 and ether. The aqueous layer... The reactants are CC(C)OP(=O)OC(C)C (effective_coupling_partner), CC(C)(C)C(=O)Oc1ccc(C#N)cc1 (substrate). The reagents and catalysts are dcype. Run at temperature 110 celsius, time 46 hour. Product: CC(C)OP(=O)(OC(C)C)c1ccc(C#N)cc1. Reported procedure: Reaction of 3.5 g of N-tert.-Butoxycarbonyl-2-(R)-amino-3-(4-methoxyphenyl)-propionic acid and 2.9 g of (L)-proline benzyl ester hydrochloride according to the procedure described for example 91b gave 3.0 g (52%) of the title compound as a yellow oil. (+)-APCI-MS: 505 (MNa+). Isolated yield 52.5%. Product: C(C1=CC=CC=C1)OC(=O)[C@H]1N(CCC1)C([C@@H](CC1=CC=C(C=C1)OC)NC(=O)OC(C)(C)C)=O ((N-tert.-Butoxycarbonyl-2-(R)-amino-3-(4-methoxyphenyl)-propionyl]-pyrrolidin-2-(S)-carboxylic acid benzyl ester). RXN SMILES: [C:1]([O:5][C:6]([NH:8][C@H:9]([CH2:13][C:14]1[CH:19]=[CH:18][C:17]([O:20][CH3:21])=[CH:16][CH:15]=1)[C:10]([OH:12])=O)=[O:7])([CH3:4])([CH3:3])[CH3:2].Cl.[CH2:23]([O:30][C:31](=[O:37])[C@@H:32]1[CH2:36][CH2:35][CH2:34][NH:33]1)[C:24]1[CH:29]=[CH:28][CH:27]=[CH:26][CH:25]=1>>[CH2:23]([O:30][C:31]([C@@H:32]1[CH2:36][CH2:35][CH2:34][N:33]1[C:10](=[O:12])[C@H:9]([NH:8][C:6]([O:5][C:1]([CH3:2])([CH3:3])[CH3:4])=[O:7])[CH2:13][C:14]1[CH:19]=[CH:18][C:17]([O:20][CH3:21])=[CH:16][CH:15]=1)=[O:37])[C:24]1[CH:25]=[CH:26][CH:27]=[CH:28][CH:29]=1 |f:1.2|. Starting materials: C(C)(C)(C)OC(=O)N[C@@H](C(=O)O)CC1=CC=C(C=C1)OC (N-tert.-Butoxycarbonyl-2-(R)-amino-3-(4-methoxyphenyl)-propionic acid), Cl.C(C1=CC=CC=C1)OC([C@H]1NCCC1)=O ((L)-proline benzyl ester hydrochloride). The reactants are COC(=O)N[C@@H](C(=O)N1[C@@H](CCC1)C=1NC(=CN1)C=1C=CC2=C(COC3=C4C(=CC=C23)C=C(C=C4)C4=CN=C(N4)[C@H]4N(CCC4)C([C@H](C(C)C)NC(OC)=O)=O)C1)C1=CC=CC=C1 (methyl (S)-1-((S)-2-(5-(8-(2-((S)-1-((R)-2-methoxycarbonylamino-2-phenylacetyl)-pyrrolidin-2-yl)-1H-imidazol-5-yl)-6H-dibenzo[c,h]chromen-2-yl)-1H-imidazol-2-yl)pyrrolidin-1-yl)-3-methyl-1-oxobutan-2-ylcarbamate), COC(=O)N[C@@H](C(=O)O)C1=CC=CC=C1 ((R)-2-(methoxycarbonylamino)-2-phenylacetic acid). Run in amide. The product is CN(C(C(=O)N1[C@@H](CCC1)C=1NC(=CN1)C=1C=CC2=C(COC3=C4C(=CC=C23)C=C(C=C4)C4=CN=C(N4)[C@H]4N(CCC4)C([C@H](C(C)C)NC(OC)=O)=O)C1)C1=CC=CC=C1)C (Methyl (2S)-1-((2S)-2-(5-(8-(2-((2S)-1-(2-(dimethylamino)-2-phenylacetyl)pyrrolidin-2-yl)-1H-imidazol-5-yl)-6H-dibenzo[c,h]chromen-2-yl)-1H-imidazol-2-yl)pyrrolidin-1-yl)-3-methyl-1-oxobutan-2-ylcarbamate). As a reaction SMILES: CO[C:3]([NH:5][C@H:6]([C:58]1[CH:63]=[CH:62][CH:61]=[CH:60][CH:59]=1)[C:7]([N:9]1[CH2:13][CH2:12][CH2:11][C@H:10]1[C:14]1[NH:15][C:16]([C:19]2[CH:20]=[CH:21][C:22]3[C:31]4[C:26](=[C:27]5[CH:35]=[CH:34][C:33]([C:36]6[NH:40][C:39]([C@@H:41]7[CH2:45][CH2:44][CH2:43][N:42]7[C:46](=[O:56])[C@@H:47]([NH:51][C:52](=[O:55])[O:53][CH3:54])[CH:48]([CH3:50])[CH3:49])=[N:38][CH:37]=6)=[CH:32][C:28]5=[CH:29][CH:30]=4)[O:25][CH2:24][C:23]=3[CH:57]=2)=[CH:17][N:18]=1)=[O:8])=O.[CH3:64]OC(N[C@H](C1C=CC=CC=1)C(O)=O)=O>>[CH3:3][N:5]([CH3:64])[CH:6]([C:58]1[CH:59]=[CH:60][CH:61]=[CH:62][CH:63]=1)[C:7]([N:9]1[CH2:13][CH2:12][CH2:11][C@H:10]1[C:14]1[NH:15][C:16]([C:19]2[CH:20]=[CH:21][C:22]3[C:31]4[C:26](=[C:27]5[CH:35]=[CH:34][C:33]([C:36]6[NH:40][C:39]([C@@H:41]7[CH2:45][CH2:44][CH2:43][N:42]7[C:46](=[O:56])[C@@H:47]([NH:51][C:52](=[O:55])[O:53][CH3:54])[CH:48]([CH3:50])[CH3:49])=[N:38][CH:37]=6)=[CH:32][C:28]5=[CH:29][CH:30]=4)[O:25][CH2:24][C:23]=3[CH:57]=2)=[CH:17][N:18]=1)=[O:8]. Procedure details: This compound was made in an analogous manner to methyl (S)-1-((S)-2-(5-(8-(2-((S)-1-((R)-2-methoxycarbonylamino-2-phenylacetyl)-pyrrolidin-2-yl)-1H-imidazol-5-yl)-6H-dibenzo[c,h]chromen-2-yl)-1H-imidazol-2-yl)pyrrolidin-1-yl)-3-methyl-1-oxobutan-2-ylcarbamate, substituting (R)-2-(dimethylamino)-2-phenylacetic acid for (R)-2-(methoxycarbonylamino)-2-phenylacetic acid in the second amide coupling. LCMS-ESI+: calculated for C48H52N8O5: 820.41; observed [M+1]+: 821.25. Reactants: C(=O)(OC)C(O)C(O)C(=O)OC (dimethyl tartrate), C(C=O)(=O)OC (methyl glyoxylate), S(=O)(=O)(C1=CC=C(C)C=C1)C[N+]#[C-] (tosylmethyl isocyanide). The product is O1C=NC=C1C(=O)OC (methyl oxazole-5-carboxylate). As a reaction SMILES: [C:1]([CH:5]([CH:7](C(OC)=O)O)[OH:6])([O:3][CH3:4])=[O:2].C(OC)(=O)C=O.S([CH2:29][N+:30]#[C-])(C1C=CC(C)=CC=1)(=O)=O>>[O:6]1[C:5]([C:1]([O:3][CH3:4])=[O:2])=[CH:7][N:30]=[CH:29]1. Procedure: For B.4274, dimethyl tartrate was oxidised11 to methyl glyoxylate which reacted 12 with tosylmethyl isocyanide to give methyl oxazole-5-carboxylate.13This was reduced by lithium aluminium hydride by the method of Fallab14 to the alcohol.15 Reactants: BrC=1C=C(CN2N=C(C=C2C)C2=NC(=NO2)C2=CC=C(C=C2)C(C(F)(F)F)(C)C)C=CC1 (5-[1-(3-Bromobenzyl)-5-methyl-1H-pyrazol-3-yl]-3-[4-(1,1,1-trifluoro-2-methylpropan-2-yl)phenyl]-1,2,4-oxadiazole), OC1CCNCC1 (4-hydroxypiperidine). Yields the product CC1=CC(=NN1CC=1C=C(C=CC1)N1CCC(CC1)O)C1=NC(=NO1)C1=CC=C(C=C1)C(C(F)(F)F)(C)C (1-{3-[(5-Methyl-3-{3-[4-(1,1,1-trifluoro-2-methylpropan-2-yl)phenyl]-1,2,4-oxadiazol-5-yl}-1H-pyrazol-1-yl)methyl]phenyl}piperidin-4-ol). As a reaction SMILES: Br[C:2]1[CH:3]=[C:4]([CH:30]=[CH:31][CH:32]=1)[CH2:5][N:6]1[C:10]([CH3:11])=[CH:9][C:8]([C:12]2[O:16][N:15]=[C:14]([C:17]3[CH:22]=[CH:21][C:20]([C:23]([CH3:29])([CH3:28])[C:24]([F:27])([F:26])[F:25])=[CH:19][CH:18]=3)[N:13]=2)=[N:7]1.[OH:33][CH:34]1[CH2:39][CH2:38][NH:37][CH2:36][CH2:35]1>>[CH3:11][C:10]1[N:6]([CH2:5][C:4]2[CH:3]=[C:2]([N:37]3[CH2:38][CH2:39][CH:34]([OH:33])[CH2:35][CH2:36]3)[CH:32]=[CH:31][CH:30]=2)[N:7]=[C:8]([C:12]2[O:16][N:15]=[C:14]([C:17]3[CH:22]=[CH:21][C:20]([C:23]([CH3:29])([CH3:28])[C:24]([F:27])([F:26])[F:25])=[CH:19][CH:18]=3)[N:13]=2)[CH:9]=1. Procedure details: Analogously to the process described in Example 9, 125 mg (0.247 mmol) of the compound from Example 3A and 50 mg (0.495 mmol) of 4-hydroxypiperidine were used to obtain 16 mg (12% of theory) of the title compound.